Dataset: the Open Reaction Database (ORD), a public repository of structured organic reaction records. Task: describe an organic reaction: reactants, conditions, products, and yield The reactants are COC1=CC=C(C=NO)C=C1 (4-Methoxybenzaldehyde oxime), N1(N=CN=C1)CC(C(=O)OC)=C (methyl 2-(1,2,4-triazol-1-ylmethyl)acrylate), aqueous solution. Run in C(Cl)Cl (CH2Cl2), C(Cl)Cl (CH2Cl2). Conditions: time 12 hour. Product: COC1=CC=C(C=C1)C1=NOC(C1)(CN1N=CN=C1)C(=O)O (3-(4-Methoxyphenyl)-5-(1,2,4-triazol-1-yl)methyl-isoxazolin-5-ylcarboxylic acid). Isolated yield 66.0%. As a reaction SMILES: [CH3:1][O:2][C:3]1[CH:11]=[CH:10][C:6]([CH:7]=[N:8][OH:9])=[CH:5][CH:4]=1.[N:12]1([CH2:17][C:18](=[CH2:23])[C:19]([O:21]C)=[O:20])[CH:16]=[N:15][CH:14]=[N:13]1>C(Cl)Cl>[CH3:1][O:2][C:3]1[CH:11]=[CH:10][C:6]([C:7]2[CH2:23][C:18]([C:19]([OH:21])=[O:20])([CH2:17][N:12]3[CH:16]=[N:15][CH:14]=[N:13]3)[O:9][N:8]=2)=[CH:5][CH:4]=1. Procedure: 4-Methoxybenzaldehyde oxime (1.63, g, 10.8 mmol) and methyl 2-(1,2,4-triazol-1-ylmethyl)acrylate. (1.50 g, 8.97 mol) were added together with 100 mL of CH2Cl2. To the above mixture was added bleach (23 mL of 0.67M aqueous solution) dropwise at room temperature. The reaction mixture was then stirred at RT under N2 for 12 h. The mixture was diluted with CH2Cl2 and washed with water and brine, It was dried over MgSO4, concentrated, and chromatographed with 30-100% EtOAc in CH2Cl2 on silica gel to g... Reactants: ClC1=CC=C(C=C1)C(NC=O)C=1C=C2C(=CC(N(C2=CC1)C)=O)C1=CC=CC=C1 ((±)-N-[(4-chlorophenyl)-(1,2-dihydro-1-methyl-2-oxo-4-phenyl-6-quinolinyl)methyl]formamide), [NH4+].[OH-] (NH4OH). Run in Cl (hydrochloric acid), CC(C)O (2-propanol). Yields the product NC(C=1C=C2C(=CC(N(C2=CC1)C)=O)C1=CC=CC=C1)C1=CC=C(C=C1)Cl ((±)-6-[amino-(4-chlorophenyl)methyl]-1-methyl-4-phenyl-2(1H)-quinolinone). Isolated yield 58.8%. As a reaction SMILES: [Cl:1][C:2]1[CH:7]=[CH:6][C:5]([CH:8]([C:12]2[CH:13]=[C:14]3[C:19](=[CH:20][CH:21]=2)[N:18]([CH3:22])[C:17](=[O:23])[CH:16]=[C:15]3[C:24]2[CH:29]=[CH:28][CH:27]=[CH:26][CH:25]=2)[NH:9]C=O)=[CH:4][CH:3]=1.[NH4+].[OH-]>Cl.CC(O)C>[NH2:9][CH:8]([C:5]1[CH:4]=[CH:3][C:2]([Cl:1])=[CH:7][CH:6]=1)[C:12]1[CH:13]=[C:14]2[C:19](=[CH:20][CH:21]=1)[N:18]([CH3:22])[C:17](=[O:23])[CH:16]=[C:15]2[C:24]1[CH:29]=[CH:28][CH:27]=[CH:26][CH:25]=1 |f:1.2|. Procedure: A mixture of intermediate (5-a) (21.2 g) in hydrochloric acid (3 N) (150 ml) and 2-propanol (150 ml) was stirred and refluxed overnight. The mixture was poured into ice, basified with NH4OH and extracted with DCM. The organic layer was dried (MgSO4), filtered off and evaporated till dryness. The residue was purified by column chromatography over silica gel (eluent: CH2Cl2 /CH3OH/NH4OH 98/2/0.1). The pure fractions were collected and evaporated, yielding 11.6 g (59%) of (±)-6-[amino-(4-chlorophen... Reported procedure: A suspension of ethyl 3-hydroxyphenylurethane (1.81 g, 0.01 mmole), ethyl 4-chloroacetoacetate (1.81 mL, 0.011 mole) and 70% H2SO4 (50 mL) is stirred for 4 hours at room temperature. The clear solution is poured into 400 mL of ice-water, with constant stirring, to yield a yellowish precipitate. The solid is filtered, washed with water and dried. The product is recrystallized from methanol to give colorless needles (86%). Conditions: time 4 hour. Yields the product C(=O)(OCC)NC1=CC=C2C(=CC(OC2=C1)=O)CCl (7-carbethoxyamino-4-chloromethylcoumarin). Yield: 86.0%. As a reaction SMILES: C([N:3]([C:9]1[CH:14]=[CH:13][CH:12]=[C:11]([OH:15])[CH:10]=1)[C:4]([O:6][CH2:7][CH3:8])=[O:5])C.[Cl:16][CH2:17][C:18](=O)[CH2:19][C:20](OCC)=[O:21].OS(O)(=O)=O>>[C:4]([NH:3][C:9]1[CH:10]=[C:11]2[C:12]([C:18]([CH2:17][Cl:16])=[CH:19][C:20](=[O:21])[O:15]2)=[CH:13][CH:14]=1)([O:6][CH2:7][CH3:8])=[O:5]. The solvent is ice water. The reactants are C(C)N(C(=O)OCC)C1=CC(=CC=C1)O (ethyl 3-hydroxyphenylurethane), ClCC(CC(=O)OCC)=O (ethyl 4-chloroacetoacetate), OS(=O)(=O)O (H2SO4). The reactants are S(=O)(=O)([O-])[O-].[Al+3].S(=O)(=O)([O-])[O-].S(=O)(=O)([O-])[O-].[Al+3] (aluminium sulfate), FC1=C(C(=C(C(=C1B(C1=C(C(=C(C(=C1F)F)F)F)F)C1=C(C(=C(C(=C1F)F)F)F)F)F)F)F)F (tris (pentafluorophenyl) borane), S(=O)(=O)([O-])[O-] (sulfate), S(=O)(=O)([O-])[O-] (sulfate). The solvent is C1(=CC=CC=C1)C (toluene). The product is FC1=C(C(=C(C(=C1B(O)C1=C(C(=C(C(=C1F)F)F)F)F)F)F)F)F (bis (pentafluorophenyl) borinic acid). RXN SMILES: S([O-])([O-])(=O)=O.S([O-])([O-])(=O)=O.[Al+3].S([O-])([O-])(=O)=O.S([O-])([O-])(=O)=[O:18].[Al+3].[F:23][C:24]1[C:29]([B:30](C2C(F)=C(F)C(F)=C(F)C=2F)[C:31]2[C:36]([F:37])=[C:35]([F:38])[C:34]([F:39])=[C:33]([F:40])[C:32]=2[F:41])=[C:28]([F:53])[C:27]([F:54])=[C:26]([F:55])[C:25]=1[F:56]>C1(C)C=CC=CC=1>[F:23][C:24]1[C:29]([B:30]([C:31]2[C:36]([F:37])=[C:35]([F:38])[C:34]([F:39])=[C:33]([F:40])[C:32]=2[F:41])[OH:18])=[C:28]([F:53])[C:27]([F:54])=[C:26]([F:55])[C:25]=1[F:56] |f:1.2.3.4.5|. Procedure details: Moreover, that patent also discloses a method in which alminium sulfate 18 hydrate is used instead of water. Specifically, aluminium sulfate 18 hydrate is added to a toluene solution of tris (pentafluorophenyl) borane. After the solution is refluxed, insoluble alminium sulfate is separated from the reaction mixture. A solvent of a filtrate is removed in vacuo. Toluene is added to the thus obtained residue. After stirring, the insoluble matter passes through a G4 sintered-glass so as to be separa... Starting materials: C1(CCCCC1)CNC(=O)C=1C(=NC(=NC1)Cl)C(F)(F)F (2-chloro-4-trifluoromethyl-pyrimidine-5-carboxylic acid cyclohexylmethyl-amide), ClC1=C(C=C(C=C1)N)OC (4-chloro-3-methoxy-phenylamine). The solvent is O1CCOCC1 (1,4-dioxan). Yields the product C1(CCCCC1)CNC(=O)C=1C(=NC(=NC1)NC1=CC(=C(C=C1)Cl)OC)C(F)(F)F (2-(4-Chloro-3-methoxyphenylamino)-4-trifluoromethyl-pyrimidine-5-carboxylic acid cyclohexylmethyl-amide). Yield: 47.9%. RXN SMILES: [CH:1]1([CH2:7][NH:8][C:9]([C:11]2[C:12]([C:18]([F:21])([F:20])[F:19])=[N:13][C:14](Cl)=[N:15][CH:16]=2)=[O:10])[CH2:6][CH2:5][CH2:4][CH2:3][CH2:2]1.[Cl:22][C:23]1[CH:28]=[CH:27][C:26]([NH2:29])=[CH:25][C:24]=1[O:30][CH3:31]>O1CCOCC1>[CH:1]1([CH2:7][NH:8][C:9]([C:11]2[C:12]([C:18]([F:21])([F:20])[F:19])=[N:13][C:14]([NH:29][C:26]3[CH:27]=[CH:28][C:23]([Cl:22])=[C:24]([O:30][CH3:31])[CH:25]=3)=[N:15][CH:16]=2)=[O:10])[CH2:6][CH2:5][CH2:4][CH2:3][CH2:2]1. Reported procedure: In a manner similar to Example 243, 2-chloro-4-trifluoromethyl-pyrimidine-5-carboxylic acid cyclohexylmethyl-amide (Example 166a) (50 mg) in 1,4-dioxan (1 ml) and 4-chloro-3-methoxy-phenylamine (Wychem) (122 mg) were reacted to give the title compound (33 mg) Reactants: ClC1=CC=2C(=C3C(=NC2C=C1)CCCNC3)C3=CC=CC=C3 (9-chloro-2,3,4,5-tetrahydro-11-phenyl-1H-azepino[4,3-b]quinoline), ClC(=O)OCC (ethyl chloroformate). Product: Cl.C(C)OC(=O)N1CC=2C(=NC=3C=CC(=CC3C2C2=CC=CC=C2)Cl)CCC1 (9-Chloro-2,3,4,5-tetrahydro-11-phenyl-1H-2-azepino[4,3-b]quinoline-carboxylic acid ethyl ester hydrochloride). The yield is 89.0%. Reaction SMILES: [Cl:1][C:2]1[CH:11]=[CH:10][C:9]2[N:8]=[C:7]3[CH2:12][CH2:13][CH2:14][NH:15][CH2:16][C:6]3=[C:5]([C:17]3[CH:22]=[CH:21][CH:20]=[CH:19][CH:18]=3)[C:4]=2[CH:3]=1.Cl[C:24]([O:26][CH2:27][CH3:28])=[O:25]>>[ClH:1].[CH2:27]([O:26][C:24]([N:15]1[CH2:14][CH2:13][CH2:12][C:7]2=[N:8][C:9]3[CH:10]=[CH:11][C:2]([Cl:1])=[CH:3][C:4]=3[C:5]([C:17]3[CH:22]=[CH:21][CH:20]=[CH:19][CH:18]=3)=[C:6]2[CH2:16]1)=[O:25])[CH3:28] |f:2.3|. Procedure details: 9-Chloro-2,3,4,5-tetrahydro-11-phenyl-1H-2-azepino[4,3-b]quinoline-carboxylic acid ethyl ester hydrochloride was prepared from 9-chloro-2,3,4,5-tetrahydro-11-phenyl-1H-azepino[4,3-b]quinoline and ethyl chloroformate analogous to Example 63. Starting materials: C(CCC)[Li] (n-butyllithium), COC=1C=C2C(=CN(C2=CC1)C)C1=CC=2C(=NC=CN2)N1 (6-(5-methoxy-1-methyl-1H-indol-3-yl)-5H-pyrrolo[2,3-b]pyrazine), C1(=CC=C(C=C1)S(=O)(=O)Cl)C (4-toluenesulfonyl chloride). Run in hexanes, COC(C)(O)OC (dimethoxy ethanol). Run at time 30 minute. Yields the product ClC=1N(C2=CC=C(C=C2C1C1=CC=2C(=NC=CN2)N1)OC)C (6-(2-Chloro-5-methoxy-1-methyl-1H-indol-3-yl)-5H-pyrrolo[2,3-b]pyrazine). Isolated yield 40.0%. RXN SMILES: [CH3:1][O:2][C:3]1[CH:4]=[C:5]2[C:9](=[CH:10][CH:11]=1)[N:8]([CH3:12])[CH:7]=[C:6]2[C:13]1[NH:21][C:16]2=[N:17][CH:18]=[CH:19][N:20]=[C:15]2[CH:14]=1.C([Li])CCC.C1(C)C=CC(S([Cl:36])(=O)=O)=CC=1>COC(OC)(O)C>[Cl:36][C:7]1[N:8]([CH3:12])[C:9]2[C:5]([C:6]=1[C:13]1[NH:21][C:16]3=[N:17][CH:18]=[CH:19][N:20]=[C:15]3[CH:14]=1)=[CH:4][C:3]([O:2][CH3:1])=[CH:11][CH:10]=2. Reported procedure: A solution of 6-(5-methoxy-1-methyl-1H-indol-3-yl)-5H-pyrrolo[2,3-b]pyrazine [100 mg, Example 1(a)] in dimethoxy ethanol (25 mL), cooled to −78° C., was treated with a solution of n-butyllithium in hexanes (172 μl, 2.5M). After stirring for 30 minutes the mixture was treated with 4-toluenesulfonyl chloride (82 mg) then allowed to warm slowly to ambient temperature and then evaporated. The residue was subjected to flash chromatography on silica eluting with a mixture of dichloromethane and methan... Starting materials: BrC1=C(C(=C(C(=O)Cl)C(=C1F)F)F)F (4-bromo-2,3,5,6-tetrafluorobenzoyl chloride), C(CCC)[Li] (butyllithium), C(CCC)[Li] (n-Butyllithium), C(C)OC(CC(=O)[O-])=O (monoethylmalonate), C(CCC)[Li] (butyllithium), Cl (hydrochloric acid). Reagents/catalysts: N1=C(C=CC=C1)C1=NC=CC=C1 (2,2'-bipyridine). Run in O1CCCC1 (tetrahydrofuran), O1CCCC1 (tetrahydrofuran). Conditions: time 8 hour. Product: BrC1=C(C(=C(C(=O)CC(=O)OCC)C(=C1F)F)F)F (ethyl 4-bromo-2,3,5,6-tetrafluorobenzoylacetate). Yield: 86.9%. As a reaction SMILES: C([Li])CCC.[CH2:6]([O:8][C:9](=[O:14])[CH2:10][C:11]([O-:13])=O)[CH3:7].[Br:15][C:16]1[C:24]([F:25])=[C:23]([F:26])[C:19](C(Cl)=O)=[C:18]([F:27])[C:17]=1[F:28].Cl>O1CCCC1.N1C=CC=CC=1C1C=CC=CN=1>[Br:15][C:16]1[C:17]([F:28])=[C:18]([F:27])[C:19]([C:11]([CH2:10][C:9]([O:8][CH2:6][CH3:7])=[O:14])=[O:13])=[C:23]([F:26])[C:24]=1[F:25]. Reported procedure: n-Butyllithium (192 ml, 2.4M in hexane) was slowly added to a stirred solution of 30.24 g monoethylmalonate and 15 mg 2,2'-bipyridine in 500 ml tetrahydrofuran cooled to -60° to -70° C. under nitrogen. After about half of the butyllithium had been added, the temperature of the mixture was raised to -20° to -25° C. at which temperature the remainder of the butyllithium was added. The reaction mixture was then recooled to -60° to -70° C. and 33.41 g 4-bromo-2,3,5,6-tetrafluorobenzoyl chloride in 1... Reactants: CC#N, CCOC(=O)Cc1c(C)nc2c(-c3c(C)cc(C)cc3C)c(C)nn2c1Cl, CCC(N)CC, O. The product is CCOC(=O)Cc1c(C)nc2c(-c3c(C)cc(C)cc3C)c(C)nn2c1NC(CC)CC. Reaction SMILES: [CH3:35][C:36]#[N:37].[Cl:7][c:8]1[c:9]([CH2:28][C:29](=[O:30])[O:31][CH2:32][CH3:33])[c:10]([CH3:27])[n:11][c:12]2[n:13]1[n:14][c:15]([CH3:26])[c:16]2-[c:17]1[c:18]([CH3:25])[cH:19][c:20]([CH3:24])[cH:21][c:22]1[CH3:23].[NH2:1][CH:2]([CH2:3][CH3:4])[CH2:5][CH3:6].[OH2:34]>>[NH:1]([CH:2]([CH2:3][CH3:4])[CH2:5][CH3:6])[c:8]1[c:9]([CH2:28][C:29](=[O:30])[O:31][CH2:32][CH3:33])[c:10]([CH3:27])[n:11][c:12]2[n:13]1[n:14][c:15]([CH3:26])[c:16]2-[c:17]1[c:18]([CH3:25])[cH:19][c:20]([CH3:24])[cH:21][c:22]1[CH3:23].